describe an organic reaction: reactants, conditions, products, and yield From a dataset of the Open Reaction Database (ORD), a public repository of structured organic reaction records. Starting materials: CC(=C)CC(C)(C)C (2,4,4-trimethylpent-1-ene), ammonium salt, C(\C=C/C(=O)O)(=O)O (maleic acid). Product: C1(\C=C/C(=O)O1)=O (maleic anhydride), CC(=C)CC(C)(C)C (2,4,4-trimethylpent-1-ene). Reaction SMILES: [C:1]([OH:8])(=[O:7])/[CH:2]=[CH:3]\[C:4]([OH:6])=O.[CH3:9][C:10]([CH2:12][C:13]([CH3:16])([CH3:15])[CH3:14])=[CH2:11]>>[C:4]1(=[O:6])[O:8][C:1](=[O:7])[CH:2]=[CH:3]1.[CH3:11][C:10]([CH2:12][C:13]([CH3:16])([CH3:15])[CH3:14])=[CH2:9]. Reported procedure: Type A is the ammonium salt of a copolymer of maleic acid and 2,4,4-trimethylpent-1-ene obtained by ammoniacal hydrolysis of a copolymer of maleic anhydride and 2,4,4-trimethylpent-1-ene. Latter copolymer is obtainable in accordance with Example 3 of EP-A 9169. Instead of isolating the unhydrolyzed copolymer by spray drying as in Example 3 of EP-A 9169, 325 parts of water are added to the suspension and excess diisobutene is distilled off by steam distillation (bath temperature 80° C.). When an ...